Dataset: the Open Reaction Database (ORD), a public repository of structured organic reaction records. Task: describe an organic reaction: reactants, conditions, products, and yield The reactants are CC(C)(C)N=C=O, CCCCCCC, CN(C(=N)N)c1c(Cl)cccc1Cl, Cc1ccccc1C. Product: CN(C(=N)NC(=O)NC(C)(C)C)c1c(Cl)cccc1Cl. Reaction SMILES: [C:22]([CH3:23])([CH3:24])([CH3:25])[N:26]=[C:27]=[O:28].[CH3:29][CH2:30][CH2:31][CH2:32][CH2:33][CH2:34][CH3:35].[Cl:1][c:2]1[c:3]([N:9]([C:10](=[NH:11])[NH2:12])[CH3:13])[c:4]([Cl:8])[cH:5][cH:6][cH:7]1.[c:14]1([CH3:15])[c:16]([CH3:17])[cH:18][cH:19][cH:20][cH:21]1>>[Cl:1][c:2]1[c:3]([N:9]([C:10](=[NH:11])[NH:12][C:27]([NH:26][C:22]([CH3:23])([CH3:24])[CH3:25])=[O:28])[CH3:13])[c:4]([Cl:8])[cH:5][cH:6][cH:7]1.